From a dataset of the Open Reaction Database (ORD), a public repository of structured organic reaction records. describe an organic reaction: reactants, conditions, products, and yield The reactants are CC(C)COCCc1ccc(OCC2CO2)cc1, Cc1cc(C2=NNC(=O)CC2)ccc1OCCCN. Yields the product Cc1cc(C2=NNC(=O)CC2)ccc1OCCCNCC(O)COc1ccc(CCOCC(C)C)cc1. As a reaction SMILES: [CH2:1]([CH:2]([CH3:3])[CH3:4])[O:5][CH2:6][CH2:7][c:8]1[cH:9][cH:10][c:11]([O:12][CH2:13][CH:14]2[CH2:15][O:16]2)[cH:17][cH:18]1.[NH2:19][CH2:20][CH2:21][CH2:22][O:23][c:24]1[c:25]([CH3:37])[cH:26][c:27]([C:30]2=[N:35][NH:34][C:33](=[O:36])[CH2:32][CH2:31]2)[cH:28][cH:29]1>>[CH2:1]([CH:2]([CH3:3])[CH3:4])[O:5][CH2:6][CH2:7][c:8]1[cH:9][cH:10][c:11]([O:12][CH2:13][CH:14]([CH2:15][NH:19][CH2:20][CH2:21][CH2:22][O:23][c:24]2[c:25]([CH3:37])[cH:26][c:27]([C:30]3=[N:35][NH:34][C:33](=[O:36])[CH2:32][CH2:31]3)[cH:28][cH:29]2)[OH:16])[cH:17][cH:18]1. The reactants are OC1(CC(CCC1)C)CNC(=O)C=1C=2C=CC(=NC2C=CC1Cl)C1CC(CC1)=O (6-chloro-2-(3-oxo-cyclopentyl)-quinoline-5-carboxylic acid (1-hydroxy-3-methylcyclohexyl methyl)-amide), CNC (dimethylamine). Yields the product OC1(CC(CCC1)C)CNC(=O)C=1C=2C=CC(=NC2C=CC1Cl)C1CC(CC1)N(C)C (6-Chloro-2-(3-dimethylamino-cyclopentyl)-quinoline-5-carboxylic acid (1-hydroxy-3-methyl-cyclohexyl methyl)-amide). As a reaction SMILES: [OH:1][C:2]1([CH2:9][NH:10][C:11]([C:13]2[C:14]3[CH:15]=[CH:16][C:17]([CH:24]4[CH2:28][CH2:27][C:26](=O)[CH2:25]4)=[N:18][C:19]=3[CH:20]=[CH:21][C:22]=2[Cl:23])=[O:12])[CH2:7][CH2:6][CH2:5][CH:4]([CH3:8])[CH2:3]1.[CH3:30][NH:31][CH3:32]>>[OH:1][C:2]1([CH2:9][NH:10][C:11]([C:13]2[C:14]3[CH:15]=[CH:16][C:17]([CH:24]4[CH2:28][CH2:27][CH:26]([N:31]([CH3:32])[CH3:30])[CH2:25]4)=[N:18][C:19]=3[CH:20]=[CH:21][C:22]=2[Cl:23])=[O:12])[CH2:7][CH2:6][CH2:5][CH:4]([CH3:8])[CH2:3]1. Procedure details: The title compound was synthesized according to the procedure described in example 133 using 6-chloro-2-(3-oxo-cyclopentyl)-quinoline-5-carboxylic acid (1-hydroxy-3-methylcyclohexyl methyl)-amide, and dimethylamine. 1H NMR (400 MHz, DMSO-d6) δ ppm (VTNMR: 80° C.): 8.26-8.24 (m, 1H), 8.11-8.09 (m, 1H), 7.97-7.94 (m, 1H), 7.73-7.70 (m, 1H), 7.56-7.54 (m, 1H), 3.87-3.85 (m, 1H), 3.46-3.33 (m, 3H), 2.77-2.49 (m, 1H), 2.25-1.34 (m, 20H), 0.87-0.77 (m, 1H). m/z: 444.0 [M+H]+ Reactants: COC(=O)C1CC(=O)N(c2ccc(OCc3ccccc3)cc2)C1, C1CCOC1, [Pd]. Yields the product COC(=O)C1CC(=O)N(c2ccc(O)cc2)C1. Reaction SMILES: [CH3:1][O:2][C:3](=[O:4])[CH:5]1[CH2:6][N:7]([c:11]2[cH:12][cH:13][c:14]([O:17][CH2:18][c:19]3[cH:20][cH:21][cH:22][cH:23][cH:24]3)[cH:15][cH:16]2)[C:8](=[O:10])[CH2:9]1.[O:25]1[CH2:26][CH2:27][CH2:28][CH2:29]1.[Pd:30]>>[CH3:1][O:2][C:3](=[O:4])[CH:5]1[CH2:6][N:7]([c:11]2[cH:12][cH:13][c:14]([OH:17])[cH:15][cH:16]2)[C:8](=[O:10])[CH2:9]1. Starting materials: C1CCOC1, [Li]CCCC, CI, Clc1ccnc2cc(I)oc12, [Mg+2], O=S(=O)([O-])[O-]. The product is Cc1cc2nccc(Cl)c2o1. Reaction SMILES: [CH2:25]1[O:26][CH2:27][CH2:28][CH2:29]1.[CH3:12][CH2:13][CH2:14][CH2:15][Li:16].[CH3:17][I:18].[Cl:1][c:2]1[c:3]2[c:4]([n:5][cH:6][cH:7]1)[cH:8][c:9]([I:11])[o:10]2.[Mg+2:19].[O-:20][S:21](=[O:22])(=[O:23])[O-:24]>>[Cl:1][c:2]1[c:3]2[c:4]([n:5][cH:6][cH:7]1)[cH:8][c:9]([CH3:12])[o:10]2. The reactants are ClC1=C(N=CN(C1=O)C=1C=C(C(=O)NCC(=O)N)C=CC1C)OCC1=C(C=C(C=C1)F)F (3-[5-chloro-4-[(2,4-difluorobenzyl)oxy]-6-oxopyrimidin-1(6H)-yl]-N-[1-(aminocarbonyl)methyl]-4-methylbenzamide), Cl.NCC(=O)N (glycineamide HCl). Yields the product NC(=O)[C@@H](CO)NC(C1=CC(=C(C=C1)C)N1C=NC(=C(C1=O)Cl)OCC1=C(C=C(C=C1)F)F)=O (N-[(1R)-1-(aminocarbonyl)-2-hydroxyethyl]-3-[5-chloro-4-[(2,4-difluorobenzyl)oxy]-6-oxopyrimidin-1(6H)-yl]-4-methylbenzamide). RXN SMILES: [Cl:1][C:2]1[C:7](=[O:8])[N:6]([C:9]2[CH:10]=[C:11]([CH:19]=[CH:20][C:21]=2[CH3:22])[C:12]([NH:14][CH2:15][C:16]([NH2:18])=[O:17])=[O:13])[CH:5]=[N:4][C:3]=1[O:23][CH2:24][C:25]1[CH:30]=[CH:29][C:28]([F:31])=[CH:27][C:26]=1[F:32].Cl.NC[C:36](N)=[O:37]>>[NH2:18][C:16]([C@H:15]([NH:14][C:12](=[O:13])[C:11]1[CH:19]=[CH:20][C:21]([CH3:22])=[C:9]([N:6]2[C:7](=[O:8])[C:2]([Cl:1])=[C:3]([O:23][CH2:24][C:25]3[CH:30]=[CH:29][C:28]([F:31])=[CH:27][C:26]=3[F:32])[N:4]=[CH:5]2)[CH:10]=1)[CH2:36][OH:37])=[O:17] |f:1.2|. Procedure details: The title compound was prepared using a procedure similar to that used in Step 4 of the synthesis of 3-[5-chloro-4-[(2,4-difluorobenzyl)oxy]-6-oxopyrimidin-1(6H)-yl]-N-[1-(aminocarbonyl)methyl]-4-methylbenzamide by substituting L-serinamide HCl for glycineamide HCl. 1H NMR (CD3OD/400 MHz) δ8.32 (s, 1H), 7.98 (m, 1H), 7.85 (m, 1H), 7.61 (q, 1H, J=8.4 Hz), 7.55 (d, 1H, J=8.0 Hz), 7.01 (m, 2H), 5.60 (m, 2H), 4.63 (m, 1H), 3.89 (d, 2H, J=5.6 Hz), 2.21 (s, 3H). ESHRMS m/z 493.1129 (M+H calculated for... Starting materials: C1COCCO1, CC(C)(C)[O-], FC(F)(F)Oc1ccc(Nc2cc(N3CCCC3)cc(Cl)n2)cc1, [K+], O, OB(O)c1ccccc1, c1ccc(P(c2ccccc2)(c2ccccc2)[Pd](P(c2ccccc2)(c2ccccc2)c2ccccc2)(P(c2ccccc2)(c2ccccc2)c2ccccc2)P(c2ccccc2)(c2ccccc2)c2ccccc2)cc1. Yields the product FC(F)(F)Oc1ccc(Nc2cc(N3CCCC3)cc(-c3ccccc3)n2)cc1. Reaction SMILES: [CH2:41]1[O:42][CH2:43][CH2:44][O:45][CH2:46]1.[CH3:25][C:26]([CH3:27])([O-:28])[CH3:29].[Cl:1][c:2]1[cH:3][c:4]([N:20]2[CH2:21][CH2:22][CH2:23][CH2:24]2)[cH:5][c:6]([NH:8][c:9]2[cH:10][cH:11][c:12]([O:15][C:16]([F:17])([F:18])[F:19])[cH:13][cH:14]2)[n:7]1.[K+:30].[OH2:40].[c:31]1([B:37]([OH:38])[OH:39])[cH:32][cH:33][cH:34][cH:35][cH:36]1.[cH:47]1[cH:48][cH:49][c:50]([P:51]([Pd:52]([P:53]([c:54]2[cH:55][cH:56][cH:57][cH:58][cH:59]2)([c:60]2[cH:61][cH:62][cH:63][cH:64][cH:65]2)[c:66]2[cH:67][cH:68][cH:69][cH:70][cH:71]2)([P:72]([c:73]2[cH:74][cH:75][cH:76][cH:77][cH:78]2)([c:79]2[cH:80][cH:81][cH:82][cH:83][cH:84]2)[c:85]2[cH:86][cH:87][cH:88][cH:89][cH:90]2)[P:91]([c:92]2[cH:93][cH:94][cH:95][cH:96][cH:97]2)([c:98]2[cH:99][cH:100][cH:101][cH:102][cH:103]2)[c:104]2[cH:105][cH:106][cH:107][cH:108][cH:109]2)([c:110]2[cH:111][cH:112][cH:113][cH:114][cH:115]2)[c:116]2[cH:117][cH:118][cH:119][cH:120][cH:121]2)[cH:122][cH:123]1>>[c:2]1(-[c:31]2[cH:32][cH:33][cH:34][cH:35][cH:36]2)[cH:3][c:4]([N:20]2[CH2:21][CH2:22][CH2:23][CH2:24]2)[cH:5][c:6]([NH:8][c:9]2[cH:10][cH:11][c:12]([O:15][C:16]([F:17])([F:18])[F:19])[cH:13][cH:14]2)[n:7]1. The reactants are CN(C)C(=O)OCc1cc(S(=O)(=O)c2cccc(F)c2)ccc1C1CCN(C(=O)OC(C)(C)C)C1, ClCCl, O=C(O)C(F)(F)F. Product: CN(C)C(=O)OCc1cc(S(=O)(=O)c2cccc(F)c2)ccc1C1CCNC1. As a reaction SMILES: [C:1]([O:2][C:3](=[O:4])[N:8]1[CH2:9][CH:10]([c:13]2[c:14]([CH2:29][O:30][C:31]([N:32]([CH3:33])[CH3:34])=[O:35])[cH:15][c:16]([S:19](=[O:20])(=[O:21])[c:22]3[cH:23][c:24]([F:28])[cH:25][cH:26][cH:27]3)[cH:17][cH:18]2)[CH2:11][CH2:12]1)([CH3:5])([CH3:6])[CH3:7].[Cl:43][CH2:44][Cl:45].[F:36][C:37]([F:38])([F:39])[C:40]([OH:41])=[O:42]>>[NH:8]1[CH2:9][CH:10]([c:13]2[c:14]([CH2:29][O:30][C:31]([N:32]([CH3:33])[CH3:34])=[O:35])[cH:15][c:16]([S:19](=[O:20])(=[O:21])[c:22]3[cH:23][c:24]([F:28])[cH:25][cH:26][cH:27]3)[cH:17][cH:18]2)[CH2:11][CH2:12]1. The reactants are COC(=O)c1ccc2c(N3CCN(C(=O)Nc4ccc(Oc5ccccc5)cc4)CC3)ncnc2c1, CO, Cl, [Na+], [OH-]. Yields the product O=C(O)c1ccc2c(N3CCN(C(=O)Nc4ccc(Oc5ccccc5)cc4)CC3)ncnc2c1. As a reaction SMILES: [CH3:1][O:2][C:3](=[O:4])[c:5]1[cH:6][cH:7][c:8]2[c:9]([N:15]3[CH2:16][CH2:17][N:18]([C:21](=[O:22])[NH:23][c:24]4[cH:25][cH:26][c:27]([O:30][c:31]5[cH:32][cH:33][cH:34][cH:35][cH:36]5)[cH:28][cH:29]4)[CH2:19][CH2:20]3)[n:10][cH:11][n:12][c:13]2[cH:14]1.[CH3:40][OH:41].[ClH:39].[Na+:38].[OH-:37]>>[O:2]=[C:3]([OH:4])[c:5]1[cH:6][cH:7][c:8]2[c:9]([N:15]3[CH2:16][CH2:17][N:18]([C:21](=[O:22])[NH:23][c:24]4[cH:25][cH:26][c:27]([O:30][c:31]5[cH:32][cH:33][cH:34][cH:35][cH:36]5)[cH:28][cH:29]4)[CH2:19][CH2:20]3)[n:10][cH:11][n:12][c:13]2[cH:14]1. Starting materials: CCn1cc(C(=O)O)c(=O)c2cc(F)c(F)cc21, CCCCCCOCC1CNCCN1, c1ccncc1. Yields the product CCCCCCOCC1CN(c2cc3c(cc2F)c(=O)c(C(=O)O)cn3CC)CCN1. RXN SMILES: [CH2:15]([CH3:16])[n:17]1[cH:18][c:19]([C:30](=[O:31])[OH:32])[c:20](=[O:29])[c:21]2[cH:22][c:23]([F:28])[c:24]([F:27])[cH:25][c:26]12.[CH2:1]([CH2:2][CH2:3][CH2:4][CH2:5][CH3:6])[O:7][CH2:8][CH:9]1[NH:10][CH2:11][CH2:12][NH:13][CH2:14]1.[cH:33]1[cH:34][cH:35][n:36][cH:37][cH:38]1>>[CH2:1]([CH2:2][CH2:3][CH2:4][CH2:5][CH3:6])[O:7][CH2:8][CH:9]1[NH:10][CH2:11][CH2:12][N:13]([c:24]2[c:23]([F:28])[cH:22][c:21]3[c:20](=[O:29])[c:19]([C:30](=[O:31])[OH:32])[cH:18][n:17]([CH2:15][CH3:16])[c:26]3[cH:25]2)[CH2:14]1. Reactants: O=C1c2cc(Br)cn2CC2(c3ccc(Cl)cc3)NCCN12, CCO, COCCOC, [Na+], [Na+], O=C([O-])[O-], O, Cl[Pd]Cl, c1ccc(P(c2ccccc2)c2ccccc2)cc1, c1ccc(P(c2ccccc2)c2ccccc2)cc1, OB(O)c1cccnc1. Yields the product O=C1c2cc(-c3cccnc3)cn2CC2(c3ccc(Cl)cc3)NCCN12. As a reaction SMILES: [Br:1][c:2]1[cH:3][c:4]2[n:5]([cH:21]1)[CH2:6][C:7]1([c:14]3[cH:15][cH:16][c:17]([Cl:20])[cH:18][cH:19]3)[N:8]([C:9]2=[O:10])[CH2:11][CH2:12][NH:13]1.[CH3:37][CH2:38][OH:39].[CH3:40][O:41][CH2:42][CH2:43][O:44][CH3:45].[Na+:31].[Na+:32].[O-:33][C:34](=[O:35])[O-:36].[OH2:87].[Pd:46]([Cl:47])[Cl:48].[c:49]1([P:50]([c:51]2[cH:52][cH:53][cH:54][cH:55][cH:56]2)[c:57]2[cH:58][cH:59][cH:60][cH:61][cH:62]2)[cH:63][cH:64][cH:65][cH:66][cH:67]1.[c:68]1([P:69]([c:70]2[cH:71][cH:72][cH:73][cH:74][cH:75]2)[c:76]2[cH:77][cH:78][cH:79][cH:80][cH:81]2)[cH:82][cH:83][cH:84][cH:85][cH:86]1.[n:22]1[cH:23][c:24]([B:28]([OH:29])[OH:30])[cH:25][cH:26][cH:27]1>>[c:2]1(-[c:24]2[cH:23][n:22][cH:27][cH:26][cH:25]2)[cH:3][c:4]2[n:5]([cH:21]1)[CH2:6][C:7]1([c:14]3[cH:15][cH:16][c:17]([Cl:20])[cH:18][cH:19]3)[N:8]([C:9]2=[O:10])[CH2:11][CH2:12][NH:13]1.